This data is from the Open Reaction Database (ORD), a public repository of structured organic reaction records. The task is: describe an organic reaction: reactants, conditions, products, and yield The reactants are NC1=NC2=NC(=CC=C2C=C1)Cl (2-amino-7-chloro-1,8-naphthyridine), ClC1=C(C=CC=C1)O (2-chlorophenol), [OH-].[K+] (potassium hydroxide). Procedure: A mixture composed of 2-amino-7-chloro-1,8-naphthyridine (17.9 g), 2-chlorophenol (51.4 g) and potassium hydroxide pellets (13.2 g; 85% purity) is heated for 4 hours at 120° C. The mixture produced is poured into 4N caustic soda (100 cc), and the precipitate formed is separated by filtration and washed with water until the pH =7. After being dried at 40°C. under reduced pressure (0.067 kPa), 2-amino-7-(2-chlorophenoxy)-1.8 naphthyridine (20.6 g) is produced, m.p. 166° C. Isolated yield 76.1%. Product: NC1=NC2=NC(=CC=C2C=C1)OC1=C(C=CC=C1)Cl (2-amino-7-(2-chlorophenoxy)-1.8 naphthyridine). Conditions: temperature 120 celsius. The solvent is [OH-].[Na+] (caustic soda). Reaction SMILES: [NH2:1][C:2]1[CH:11]=[CH:10][C:9]2[C:4](=[N:5][C:6](Cl)=[CH:7][CH:8]=2)[N:3]=1.[Cl:13][C:14]1[CH:19]=[CH:18][CH:17]=[CH:16][C:15]=1[OH:20].[OH-].[K+]>[OH-].[Na+]>[NH2:1][C:2]1[CH:11]=[CH:10][C:9]2[C:4](=[N:5][C:6]([O:20][C:15]3[CH:16]=[CH:17][CH:18]=[CH:19][C:14]=3[Cl:13])=[CH:7][CH:8]=2)[N:3]=1 |f:2.3,4.5|.